describe an organic reaction: reactants, conditions, products, and yield From a dataset of the Open Reaction Database (ORD), a public repository of structured organic reaction records. The product is C(C)(C)(C)OC(NC1=C(C=C(C(=C1)CCC)C(F)(F)F)NC(CC(=O)C1=CC(=CC=C1)C=1C=NC(=CC1)C1CC1)=O)=O ((2-{3-[3-(6-Cyclopropyl-pyridin-3-yl)-phenyl]-3-oxo-propionylamino}-5-propyl-4-trifluoromethyl-phenyl)-carbamic acid tert-butyl ester), solid. Procedure: The title compound was prepared from (2-amino-5-propyl-4-trifluoromethyl-phenyl)-carbamic acid tert-butyl ester (Example J36) (239 mg, 0.75 mmol) and 3-[3-(6-cyclopropyl-pyridin-3-yl)-phenyl]-3-oxo-propionic acid tert-butyl ester (Example K21) (253 mg, 0.75 mmol) according to the general procedure M. Obtained as a yellow solid (274 mg, 63%). RXN SMILES: [C:1]([O:5][C:6](=[O:22])[NH:7][C:8]1[CH:13]=[C:12]([CH2:14][CH2:15][CH3:16])[C:11]([C:17]([F:20])([F:19])[F:18])=[CH:10][C:9]=1[NH2:21])([CH3:4])([CH3:3])[CH3:2].C([O:27][C:28](=O)[CH2:29][C:30]([C:32]1[CH:37]=[CH:36][CH:35]=[C:34]([C:38]2[CH:39]=[N:40][C:41]([CH:44]3[CH2:46][CH2:45]3)=[CH:42][CH:43]=2)[CH:33]=1)=[O:31])(C)(C)C>>[C:1]([O:5][C:6](=[O:22])[NH:7][C:8]1[CH:13]=[C:12]([CH2:14][CH2:15][CH3:16])[C:11]([C:17]([F:20])([F:19])[F:18])=[CH:10][C:9]=1[NH:21][C:28](=[O:27])[CH2:29][C:30]([C:32]1[CH:37]=[CH:36][CH:35]=[C:34]([C:38]2[CH:39]=[N:40][C:41]([CH:44]3[CH2:45][CH2:46]3)=[CH:42][CH:43]=2)[CH:33]=1)=[O:31])([CH3:2])([CH3:3])[CH3:4]. Yield: 63.0%. The reactants are C(C)(C)(C)OC(NC1=C(C=C(C(=C1)CCC)C(F)(F)F)N)=O ((2-amino-5-propyl-4-trifluoromethyl-phenyl)-carbamic acid tert-butyl ester), C(C)(C)(C)OC(CC(=O)C1=CC(=CC=C1)C=1C=NC(=CC1)C1CC1)=O (3-[3-(6-cyclopropyl-pyridin-3-yl)-phenyl]-3-oxo-propionic acid tert-butyl ester). As a reaction SMILES: [C:26]([n:27]1[cH:28][cH:29][n:30][cH:31]1)([n:32]1[cH:33][cH:34][n:35][cH:36]1)=[O:37].[ClH:44].[F:1][c:2]1[cH:3][cH:4][c:5](-[c:8]2[c:9](-[c:16]3[cH:17][cH:18][c:19]([S:22](=[O:23])(=[O:24])[CH3:25])[cH:20][cH:21]3)[cH:10][c:11]([C:13](=[O:14])[OH:15])[s:12]2)[cH:6][cH:7]1.[NH2:38][c:39]1[n:40][n:41][n:42][nH:43]1.[O:45]1[CH2:46][CH2:47][CH2:48][CH2:49]1.[OH2:50]>>[F:1][c:2]1[cH:3][cH:4][c:5](-[c:8]2[c:9](-[c:16]3[cH:17][cH:18][c:19]([S:22](=[O:23])(=[O:24])[CH3:25])[cH:20][cH:21]3)[cH:10][c:11]([C:13](=[O:14])[NH:38][c:39]3[nH:40][n:41][n:42][n:43]3)[s:12]2)[cH:6][cH:7]1. The reactants are O=C(n1ccnc1)n1ccnc1, Cl, CS(=O)(=O)c1ccc(-c2cc(C(=O)O)sc2-c2ccc(F)cc2)cc1, Nc1nnn[nH]1, C1CCOC1, O. The product is CS(=O)(=O)c1ccc(-c2cc(C(=O)Nc3nnn[nH]3)sc2-c2ccc(F)cc2)cc1. The reagents and catalysts are C(C)(C)(C)OOC(C)(C)C (di-tert-butyl peroxide). RXN SMILES: [C:1]([O:12][CH2:13][CH2:14][CH2:15][CH3:16])(=[O:11])/[CH:2]=[CH:3]\[C:4]([O:6][CH2:7][CH2:8][CH2:9][CH3:10])=[O:5].[CH2:17]=[CH:18][C:19]1[CH:24]=[CH:23][CH:22]=[CH:21][CH:20]=1>C(OOC(C)(C)C)(C)(C)C>[CH2:17]=[CH:18][C:19]1[CH:24]=[CH:23][CH:22]=[CH:21][CH:20]=1.[C:4]([O:6][CH2:7][CH2:8][CH2:9][CH3:10])(=[O:5])/[CH:3]=[CH:2]\[C:1]([O:12][CH2:13][CH2:14][CH2:15][CH3:16])=[O:11] |f:3.4|. Procedure details: Into a 1 liter four-necked flask, 228 g (1 mol) of dibutyl maleate was charged and heated to 160° C. under a nitrogen stream. Then, a mixture comprising 104 g (1 mol) of styrene and 8.76 g (0.06 mol) of di-tert-butyl peroxide, was continuously dropwise added thereto under stirring over a period of 5 hours. After the addition, the mixture was further reacted at the same temperature for 1 hour. After the completion of the reaction, low boiling point components and unreacted monomers contained in t... Yield: 93.0%. Reactants: C(\C=C/C(=O)OCCCC)(=O)OCCCC (dibutyl maleate), C=CC1=CC=CC=C1 (styrene). Product: C=CC1=CC=CC=C1.C(\C=C/C(=O)OCCCC)(=O)OCCCC (styrene dibutyl maleate). Conditions: temperature 160 celsius, time 5 hour. Reactants: N12C(CC(CC1)CC2)CCCC2=CC=C(C=C2)NS(=O)(=O)C (N-[4-(3-(1-azabicyclo[2.2.2]oct-2-yl)propyl)phenyl]methanesulfonamide), C(CCCCCC)Br (heptyl bromide). The product is [Br-].C(CCCCCC)[N+]12C(CC(CC1)CC2)CCCC2=CC=C(C=C2)NS(=O)(=O)C (1-Heptyl-2-[3-(4-((methylsulfonyl)amino)phenyl)propyl]-1-azoniabicyclo[2.2.2]octane bromide). Reaction SMILES: [N:1]12[CH2:8][CH2:7][CH:4]([CH2:5][CH2:6]1)[CH2:3][CH:2]2[CH2:9][CH2:10][CH2:11][C:12]1[CH:17]=[CH:16][C:15]([NH:18][S:19]([CH3:22])(=[O:21])=[O:20])=[CH:14][CH:13]=1.[CH2:23]([Br:30])[CH2:24][CH2:25][CH2:26][CH2:27][CH2:28][CH3:29]>>[Br-:30].[CH2:23]([N+:1]12[CH2:8][CH2:7][CH:4]([CH2:5][CH2:6]1)[CH2:3][CH:2]2[CH2:9][CH2:10][CH2:11][C:12]1[CH:13]=[CH:14][C:15]([NH:18][S:19]([CH3:22])(=[O:20])=[O:21])=[CH:16][CH:17]=1)[CH2:24][CH2:25][CH2:26][CH2:27][CH2:28][CH3:29] |f:2.3|. Reported procedure: React N-[4-(3-(1-azabicyclo[2.2.2]oct-2-yl)propyl)phenyl]methanesulfonamide with heptyl bromide in a manner similar to Example II, Method A, to afford the title compound.